From a dataset of the Open Reaction Database (ORD), a public repository of structured organic reaction records. describe an organic reaction: reactants, conditions, products, and yield Starting materials: CC1(CCC=C1C=1C=C(C(=O)OC)C=CC1C1=CC(=NC=C1F)OC)C (Methyl 3-(5,5-dimethylcyclopent-1-enyl)-4-(5-fluoro-2-methoxypyridin-4-yl)benzoate), [H-].[H-].[H-].[H-].[Li+].[Al+3] (LAH). Solvent: C1CCOC1 (THF). Conditions: temperature 0 celsius, time 1 hour. Product: CC1(CCC=C1C=1C=C(C=CC1C1=CC(=NC=C1F)OC)CO)C ((3-(5,5-dimethylcyclopent-1-enyl)-4-(5-fluoro-2-methoxypyridin-4-yl)phenyl)methanol), oil. Yield: 74.0%. As a reaction SMILES: [CH3:1][C:2]1([CH3:26])[C:6]([C:7]2[CH:8]=[C:9]([CH:14]=[CH:15][C:16]=2[C:17]2[C:22]([F:23])=[CH:21][N:20]=[C:19]([O:24][CH3:25])[CH:18]=2)[C:10](OC)=[O:11])=[CH:5][CH2:4][CH2:3]1.[H-].[H-].[H-].[H-].[Li+].[Al+3]>C1COCC1>[CH3:1][C:2]1([CH3:26])[C:6]([C:7]2[CH:8]=[C:9]([CH2:10][OH:11])[CH:14]=[CH:15][C:16]=2[C:17]2[C:22]([F:23])=[CH:21][N:20]=[C:19]([O:24][CH3:25])[CH:18]=2)=[CH:5][CH2:4][CH2:3]1 |f:1.2.3.4.5.6|. Procedure: To methyl 3-(5,5-dimethylcyclopent-1-enyl)-4-(5-fluoro-2-methoxypyridin-4-yl)benzoate T19.2 (295 mg, 830 μmol) was added THF. The mixture was cooled to 0° C., and LAH (1660 μL, 1660 μmol) was added dropwise. The reaction was stirred at room temperature for 1 hour, and was quenched with water and a small amount of Rochelle's salt solution. Purification with silica gel chromatography afforded (3-(5,5-dimethylcyclopent-1-enyl)-4-(5-fluoro-2-methoxypyridin-4-yl)phenyl)methanol T19.3 (201 mg) as an o... Reactants: FC1=CC=CC=2N(C(=NC21)C(=O)N([C@H]2C[C@H](CN(C2)C(=O)OC(C)(C)C)C(=O)OC)CC(C)C)CCCCOC (1-tert-Butyl 3-methyl (3R,55)-5-{{{4-fluoro-1-(4-methoxybutyl)-1H-benzimidazol-2-yl}carbonyl}(2-methylpropyl)amino}piperidine-1,3-dicarboxylate), [OH-].[Na+] (sodium hydroxide). The solvent is O1C(CCC1)CO (tetrahydrofuran-methanol). Conditions: temperature 45 celsius, time 4 hour. Yields the product C(C)(C)(C)OC(=O)N1C[C@@H](C[C@@H](C1)N(CC(C)C)C(=O)C1=NC2=C(N1CCCCOC)C=CC=C2F)C(=O)O ((3R,5S)-1-(tert-butoxycarbonyl)-5-{{{4-fluoro-1-(4-methoxybutyl)-1H-benzimidazol-2-yl}carbonyl}(2-methylpropyl)amino}piperidine-3-carboxylic acid). Isolated yield 94.7%. As a reaction SMILES: [F:1][C:2]1[C:10]2[N:9]=[C:8]([C:11]([N:13]([CH2:31][CH:32]([CH3:34])[CH3:33])[C@@H:14]3[CH2:19][N:18]([C:20]([O:22][C:23]([CH3:26])([CH3:25])[CH3:24])=[O:21])[CH2:17][C@H:16]([C:27]([O:29]C)=[O:28])[CH2:15]3)=[O:12])[N:7]([CH2:35][CH2:36][CH2:37][CH2:38][O:39][CH3:40])[C:6]=2[CH:5]=[CH:4][CH:3]=1.[OH-].[Na+]>O1CCCC1CO>[C:23]([O:22][C:20]([N:18]1[CH2:19][C@@H:14]([N:13]([C:11]([C:8]2[N:7]([CH2:35][CH2:36][CH2:37][CH2:38][O:39][CH3:40])[C:6]3[CH:5]=[CH:4][CH:3]=[C:2]([F:1])[C:10]=3[N:9]=2)=[O:12])[CH2:31][CH:32]([CH3:33])[CH3:34])[CH2:15][C@@H:16]([C:27]([OH:29])=[O:28])[CH2:17]1)=[O:21])([CH3:25])([CH3:26])[CH3:24] |f:1.2|. Reported procedure: 1-tert-Butyl 3-methyl (3R,55)-5-{{{4-fluoro-1-(4-methoxybutyl)-1H-benzimidazol-2-yl}carbonyl}(2-methylpropyl)amino}piperidine-1,3-dicarboxylate (195 mg) was dissolved in tetrahydrofuran-methanol (1:2, 15 ml), 2M aqueous sodium hydroxide solution (1 ml) was added, and the mixture was stirred at 45° C. for 4 hr. The reaction mixture was concentrated under reduced pressure, neutralized with saturated aqueous ammonium chloride solution and extracted with ethyl acetate. The extract was dried over anh... The reactants are OC1(C(C(C=C1)=O)C)C (3-hydroxy-2,3-dimethyl-4-cyclopentenone), C1(=CC=C(C=C1)S(=O)(=O)O)C (p-toluenesulfonic acid), C(C)(=O)OC(C)=O (acetic anhydride), resultant mixture. Product: C(C)(=O)OC1(C(C(C=C1)=O)C)C (3-acetoxy-2,3-dimethyl-4-cyclopentenone). Reaction SMILES: [OH:1][C:2]1([CH3:9])[CH:6]=[CH:5][C:4](=[O:7])[CH:3]1[CH3:8].C1(C)C=CC(S(O)(=O)=O)=CC=1.[C:21](OC(=O)C)(=[O:23])[CH3:22]>>[C:21]([O:1][C:2]1([CH3:9])[CH:6]=[CH:5][C:4](=[O:7])[CH:3]1[CH3:8])(=[O:23])[CH3:22]. Procedure: Into the same flask as used in Example 1, dl-3-hydroxy-2,3-dimethyl-4-cyclopentenone (12.6 g), p-toluenesulfonic acid (0.5 g) and acetic anhydride (30 g) were charged, and the resultant mixture was stirred at 80°-100° C. for 3 hours. After completion of the reaction, the reaction mixture was subjected to the same work-up as in Example 2 to give 16.2 g of dl-3-acetoxy-2,3-dimethyl-4-cyclopentenone. Yield, 96.5%. B.P., 52°-55° C./0.4-0.5 mmHg). Reaction SMILES: [OH:1][C:2]1[CH:3]=[C:4]([C:9](=[O:29])[CH2:10][O:11][P:12]([OH:28])([N:14]2[C:17](=[O:18])[C@@H:16]([NH:19]C(=O)OC(C)(C)C)[C@@H:15]2[CH3:27])=[O:13])[CH:5]=[CH:6][C:7]=1[OH:8].[K].C1(OC)C=CC=CC=1.[F:39][C:40]([F:45])([F:44])[C:41]([OH:43])=[O:42]>ClCCl.C1(C)C=CC=CC=1>[F:39][C:40]([F:45])([F:44])[C:41]([OH:43])=[O:42].[NH2:19][C@@H:16]1[C:17](=[O:18])[N:14]([P:12](=[O:13])([OH:28])[O:11][CH2:10][C:9]([C:4]2[CH:5]=[CH:6][C:7]([OH:8])=[C:2]([OH:1])[CH:3]=2)=[O:29])[C@H:15]1[CH3:27] |f:6.7,^1:29|. The solvent is ClCCl (dichloromethane), C1(=CC=CC=C1)C (toluene). Reaction conditions: temperature 0 celsius, time 2 hour. Reported procedure: To a suspension of (2S-trans)-[1-[[2-(3,4-dihydroxyphenyl)-2-oxoethoxy]hydroxyphosphinyl]-2-methyl-4-oxo-3-azetidinyl]carbamic acid, 1,1-dimethylethyl ester, monopotassium salt (117 mg, 0.25 mmol) in 2.5 ml of dry dichloromethane was added 100 μl of anisole and the mixture was then cooled to 0° C. in an ice bath under argon. Trifluoroacetic acid (1 ml) was added and the mixture stirred for two hours. The reaction mixture was diluted with 5 ml of dry toluene and the solvents removed in vacuo at r... Reactants: C1(=CC=CC=C1)OC (anisole), FC(C(=O)O)(F)F (Trifluoroacetic acid), OC=1C=C(C=CC1O)C(COP(=O)(N1[C@H]([C@@H](C1=O)NC(OC(C)(C)C)=O)C)O)=O ((2S-trans)-[1-[[2-(3,4-dihydroxyphenyl)-2-oxoethoxy]hydroxyphosphinyl]-2-methyl-4-oxo-3-azetidinyl]carbamic acid, 1,1-dimethylethyl ester), [K] (monopotassium). Product: FC(C(=O)O)(F)F.N[C@H]1[C@@H](N(C1=O)P(OCC(=O)C1=CC(=C(C=C1)O)O)(O)=O)C ((2S-trans)-(3-Amino-2-methyl-4-oxo-1-azetidinyl)phosphonic acid, 2-(3,4-dihydroxyphenyl)-2-oxoethyl ester, trifluoroacetate salt). The reactants are C(C1=CC=CC=C1)OC1=CC=C(C=2OCCOC21)CO (5-benzyloxy-8-hydroxymethyl-1,4-benzodioxane), C (charcoal). Reagents/catalysts: [Pd] (palladium). Solvent: alcohol. The product is OC1=CC=C(C=2OCCOC21)C (5-hydroxy-8-methyl-1,4-benzodioxane). Reaction SMILES: C([O:8][C:9]1[C:18]2[O:17][CH2:16][CH2:15][O:14][C:13]=2[C:12]([CH2:19]O)=[CH:11][CH:10]=1)C1C=CC=CC=1.C>[Pd]>[OH:8][C:9]1[C:18]2[O:17][CH2:16][CH2:15][O:14][C:13]=2[C:12]([CH3:19])=[CH:11][CH:10]=1. Reported procedure: A solution of 14.7 g (0.05 mole) of 5-benzyloxy-8-hydroxymethyl-1,4-benzodioxane (XIp) code number 760 701, crude, non-crystallized, in 300 ml of absolute alcohol was hydrogenolysed at room pressure and temperature, in the presence of 3 g of palladium on 5% charcoal. Once the absorption of hydrogen was completed, the catalyst was filtered and the solvent was evaporated. A liquid was obtained. Starting materials: CCOC(C)=O, CCOC(=O)Cl, ClCCl, NC1(CN2CCC(CNC(=O)c3cc(C(F)(F)F)cc(C(F)(F)F)c3)CC2)CCCC1. The product is CCOC(=O)NC1(CN2CCC(CNC(=O)c3cc(C(F)(F)F)cc(C(F)(F)F)c3)CC2)CCCC1. As a reaction SMILES: [CH3:41][CH2:42][O:43][C:44](=[O:45])[CH3:46].[Cl:32][C:33](=[O:34])[O:35][CH2:36][CH3:37].[Cl:38][CH2:39][Cl:40].[NH2:1][C:2]1([CH2:7][N:8]2[CH2:9][CH2:10][CH:11]([CH2:14][NH:15][C:16]([c:17]3[cH:18][c:19]([C:27]([F:28])([F:29])[F:30])[cH:20][c:21]([C:23]([F:24])([F:25])[F:26])[cH:22]3)=[O:31])[CH2:12][CH2:13]2)[CH2:3][CH2:4][CH2:5][CH2:6]1>>[NH:1]([C:2]1([CH2:7][N:8]2[CH2:9][CH2:10][CH:11]([CH2:14][NH:15][C:16]([c:17]3[cH:18][c:19]([C:27]([F:28])([F:29])[F:30])[cH:20][c:21]([C:23]([F:24])([F:25])[F:26])[cH:22]3)=[O:31])[CH2:12][CH2:13]2)[CH2:3][CH2:4][CH2:5][CH2:6]1)[C:33](=[O:34])[O:35][CH2:36][CH3:37]. Starting materials: FC1=CC=C(CN2C[C@H](N(CC2)C(CO)=O)C)C=C1 (1-[4-(4-fluoro-benzyl)-(2R)-2-methyl-piperazin-1-yl]-2-hydroxy-ethanone), [H-].[Na+] (sodium hydride), ClC1=NC=C(C=C1[N+](=O)[O-])Cl (2,5-dichloro-3-nitro-pyridine). The solvent is C1(=CC=CC=C1)C (toluene), C1(=CC=CC=C1)C (toluene). Reaction conditions: temperature 0 celsius, time 30 minute. The product is ClC=1C=C(C(=NC1)OCC(=O)N1[C@@H](CN(CC1)CC1=CC=C(C=C1)F)C)[N+](=O)[O-] (2-(5-Chloro-3-nitro-pyridin-2-yloxy)-1-[4-(4-fluoro-benzyl)-(2R)-2-methyl-piperazin-1-yl]-ethanone). The yield is 78.3%. RXN SMILES: [F:1][C:2]1[CH:19]=[CH:18][C:5]([CH2:6][N:7]2[CH2:12][CH2:11][N:10]([C:13](=[O:16])[CH2:14][OH:15])[C@H:9]([CH3:17])[CH2:8]2)=[CH:4][CH:3]=1.[H-].[Na+].Cl[C:23]1[C:28]([N+:29]([O-:31])=[O:30])=[CH:27][C:26]([Cl:32])=[CH:25][N:24]=1>C1(C)C=CC=CC=1>[Cl:32][C:26]1[CH:27]=[C:28]([N+:29]([O-:31])=[O:30])[C:23]([O:15][CH2:14][C:13]([N:10]2[CH2:11][CH2:12][N:7]([CH2:6][C:5]3[CH:4]=[CH:3][C:2]([F:1])=[CH:19][CH:18]=3)[CH2:8][C@H:9]2[CH3:17])=[O:16])=[N:24][CH:25]=1 |f:1.2|. Procedure details: To a solution of 1-[4-(4-fluoro-benzyl)-(2R)-2-methyl-piperazin-1-yl]-2-hydroxy-ethanone (0.77 g, 2.9 mmol) in dry toluene (30 mL) at 0° C. was added sodium hydride (0.13 g, 3.2 mmol, 60% dispersion in mineral oil). The reaction was stirred for 30 minutes at 0° C. followed by addition of 2,5-dichloro-3-nitro-pyridine (0.60 g, 3.18 mmol) as a solution in toluene (5 mL). The reaction was stirred at ambient temperature overnight. The, reaction was concentrated and chromatographed on silica gel to g... Reported procedure: A solution of anhydrous acetonitrile (2.3 g, 56 mmol) in THF (100 mL) was added dropwise at 80° C. to a mixture of NaH (60%, 2.8 g, 70 mmol) and methyl 2-cyano-2-methylpropanoate (6 g, 47 mmol) in THF (100 mL). The resultant reaction mixture was heated at reflux for 8 hours. The solvent was removed in vacuo and the residue was diluted with EtOAc and washed with 10% HCl, water and brine. The organics were dried (MgSO4) and concentrated in vacuo to obtain crude 2,2-dimethyl-3-oxopentanedinitrile (... Reaction SMILES: [C:1](#[N:3])[CH3:2].[H-].[Na+].[C:6]([C:8]([CH3:14])([CH3:13])[C:9](OC)=[O:10])#[N:7]>C1COCC1>[CH3:13][C:8]([CH3:14])([C:9](=[O:10])[CH2:2][C:1]#[N:3])[C:6]#[N:7] |f:1.2|. Run in C1CCOC1 (THF), C1CCOC1 (THF). Starting materials: C(C)#N (acetonitrile), [H-].[Na+] (NaH), C(#N)C(C(=O)OC)(C)C (methyl 2-cyano-2-methylpropanoate). Yield: 62.5%. The product is CC(C#N)(C(CC#N)=O)C (2,2-dimethyl-3-oxopentanedinitrile). The reactants are ClC1=NC=CC(=C1)NS(=O)(=O)C1=CC=C(C=C1)C=1OC(=CC1)C (N-(2-Chloro-4-pyridinyl)-4-(5-methyl-2-furanyl)benzenesulfonamide), C[C@@H]1N[C@@H](CNC1)C (cis-2,6-dimethylpiperazine), CC(C)([O-])C.[Na+] (sodium tert-butoxide), C1(CCCCC1)P(C1=C(C=CC=C1)C1=C(C=CC=C1)N(C)C)C1CCCCC1 (2-dicyclohexylphosphino-2′-(N,N-dimethylamino)biphenyl). Reagents/catalysts: C=1C=CC(=CC1)/C=C/C(=O)/C=C/C2=CC=CC=C2.C=1C=CC(=CC1)/C=C/C(=O)/C=C/C2=CC=CC=C2.C=1C=CC(=CC1)/C=C/C(=O)/C=C/C2=CC=CC=C2.[Pd].[Pd] (tris(dibenzylideneacetone)dipalladium(0)). Run in O1CCOCC1 (dioxan). Product: Cl.C[C@@H]1CN(C[C@@H](N1)C)C1=NC=CC(=C1)NS(=O)(=O)C1=CC=C(C=C1)C=1OC(=CC1)C (N-(2-[cis-3,5-Dimethyl-1-piperazinyl]-4-pyridinyl)-4-(5-methyl-2-furanyl)benzenesulfonamide hydrochloride). RXN SMILES: [Cl:1][C:2]1[CH:7]=[C:6]([NH:8][S:9]([C:12]2[CH:17]=[CH:16][C:15]([C:18]3[O:19][C:20]([CH3:23])=[CH:21][CH:22]=3)=[CH:14][CH:13]=2)(=[O:11])=[O:10])[CH:5]=[CH:4][N:3]=1.[CH3:24][C@H:25]1[CH2:30][NH:29][CH2:28][C@@H:27]([CH3:31])[NH:26]1.CC(C)([O-])C.[Na+].C1(P(C2CCCCC2)C2C=CC=CC=2C2C=CC=CC=2N(C)C)CCCCC1>O1CCOCC1.C1C=CC(/C=C/C(/C=C/C2C=CC=CC=2)=O)=CC=1.C1C=CC(/C=C/C(/C=C/C2C=CC=CC=2)=O)=CC=1.C1C=CC(/C=C/C(/C=C/C2C=CC=CC=2)=O)=CC=1.[Pd].[Pd]>[ClH:1].[CH3:24][C@H:25]1[NH:26][C@@H:27]([CH3:31])[CH2:28][N:29]([C:2]2[CH:7]=[C:6]([NH:8][S:9]([C:12]3[CH:13]=[CH:14][C:15]([C:18]4[O:19][C:20]([CH3:23])=[CH:21][CH:22]=4)=[CH:16][CH:17]=3)(=[O:10])=[O:11])[CH:5]=[CH:4][N:3]=2)[CH2:30]1 |f:2.3,6.7.8.9.10,11.12|. Reported procedure: A mixture of N-(2-chloro-4-pyridinyl)-4-(5-methyl-2-furanyl)benzenesulfonamide (D4) (250 mg, 0.74 mmol), cis-2,6-dimethylpiperazine (170 mg, 1.48 mmol), sodium tert-butoxide (140 mg, 1.48 mmol), tris(dibenzylideneacetone)dipalladium(0) (15 mg, 5 mol %), and 2-dicyclohexylphosphino-2′-(N,N-dimethylamino)biphenyl (30 mg, 10 mol %) in dioxan (4 ml) was microwaved at 120° C. for 1 h. The reaction mixture was partitioned between ethyl acetate and water. The aqueous phase was evaporated and the residu...